Dataset: the Open Reaction Database (ORD), a public repository of structured organic reaction records. Task: describe an organic reaction: reactants, conditions, products, and yield Reactants: C1(=CC=CC=C1)P(C1=CC=CC=C1)(C1=CC=CC=C1)=O (triphenylphosphine oxide), C1=NC(=C(N1[C@H]2[C@@H]([C@@H]([C@H](O2)CO)O)O)N)C(=O)N (AICA riboside), C1(=CC=CC=C1)P(C1=CC=CC=C1)C1=CC=CC=C1 (triphenylphosphine), C(Cl)(Cl)(Cl)Cl (carbon tetrachloride), white foam. Solvent: CN(C=O)C (dimethyl formamide), CO (methanol). Product: NC1=C(N=CN1[C@H]1[C@H](O)[C@H](O)[C@H](O1)CCl)C(=O)N (5-amino-1-(5-chloro-5-deoxy-.beta.-D-ribofuranosyl)imidazole-4-carboxamide). Reaction SMILES: [CH:1]1[N:5]([C@@H:6]2[O:10][C@H:9]([CH2:11]O)[C@@H:8]([OH:13])[C@H:7]2[OH:14])[C:4]([NH2:15])=[C:3]([C:16]([NH2:18])=[O:17])[N:2]=1.C1(P(C2C=CC=CC=2)C2C=CC=CC=2)C=CC=CC=1.C(Cl)(Cl)(Cl)[Cl:39].C1(P(=O)(C2C=CC=CC=2)C2C=CC=CC=2)C=CC=CC=1>CN(C)C=O.CO>[NH2:15][C:4]1[N:5]([C@@H:6]2[O:10][C@H:9]([CH2:11][Cl:39])[C@@H:8]([OH:13])[C@H:7]2[OH:14])[CH:1]=[N:2][C:3]=1[C:16]([NH2:18])=[O:17]. Reported procedure: AICA riboside (1.00 g), triphenylphosphine (3.05 g) and carbon tetrachloride (1.15 ml) were stirred in dimethyl formamide (38 ml) at room temperature for 3 hours. The solution was diluted with methanol (15 ml), then concentrated under reduced pressure. The resulting yellow tar was chromatographed on silica gel, eluting with 4:1 methylene chloride:methanol. The like fractions were combined and concentrated under reduced pressure to afford a purple foam. The presence of triphenylphosphine oxide, a... Starting materials: C(C)(=O)C1=NC=CC(=C1)Cl (2-acetyl-4-chloropyridine), CN1C(=NC2=C1C=CC=C2)NN (1-methyl-2-hydrazinobenzimidazole). The reagents and catalysts are C(C)(=O)O (acetic acid). Solvent: CO (methanol). Reaction conditions: time 4 day. Yields the product CN1C(=NC2=C1C=CC=C2)NN=C(C)C2=NC=CC(=C2)Cl (1-(4-Chloro-2-pyridyl)-1-ethanone-1-(1-methyl-1H-benzo[d]imidazol-2-yl)-hydrazone). As a reaction SMILES: [C:1]([C:4]1[CH:9]=[C:8]([Cl:10])[CH:7]=[CH:6][N:5]=1)(=O)[CH3:2].[CH3:11][N:12]1[C:16]2[CH:17]=[CH:18][CH:19]=[CH:20][C:15]=2[N:14]=[C:13]1[NH:21][NH2:22]>CO.C(O)(=O)C>[CH3:11][N:12]1[C:16]2[CH:17]=[CH:18][CH:19]=[CH:20][C:15]=2[N:14]=[C:13]1[NH:21][N:22]=[C:1]([C:4]1[CH:9]=[C:8]([Cl:10])[CH:7]=[CH:6][N:5]=1)[CH3:2]. Reported procedure: A mixture of 2-acetyl-4-chloropyridine (0.50 g, 3.20 mmol) and 1-methyl-2-hydrazinobenzimidazole (0.52 g, 3.20 mmol) in 5 ml of methanol is stirred for 4 days at room temperature after the addition of 6 drops of glacial acetic acid. The reaction is monitored by means of thin layer chromatography (Polygram Sil G/UV254 prefabricated foils; eluting agent: CH2Cl2:MeOH (12:1)). Subsequently, the reaction mixture is diluted with distilled water until a precipitate forms and stored for 24 hours in the ... Starting materials: [K+].OCCC(C(=O)[O-])(C)C (4-hydroxy-2,2-dimethylbutyric acid monopotassium salt), C1(=CC=CC=C1)CBr (phenylmethyl bromide), ice water. The solvent is CN(C)C=O (DMF). Conditions: time 24 hour. The product is C1(=CC=CC=C1)COC(C(CCO)(C)C)=O (4-hydroxy-2,2-dimethylbutyric acid phenylmethyl ester). The yield is 72.3%. Reaction SMILES: [K+].[OH:2][CH2:3][CH2:4][C:5]([CH3:10])([CH3:9])[C:6]([O-:8])=[O:7].[C:11]1([CH2:17]Br)[CH:16]=[CH:15][CH:14]=[CH:13][CH:12]=1>CN(C=O)C>[C:11]1([CH2:17][O:7][C:6](=[O:8])[C:5]([CH3:10])([CH3:9])[CH2:4][CH2:3][OH:2])[CH:16]=[CH:15][CH:14]=[CH:13][CH:12]=1 |f:0.1|. Reported procedure: A mixture of 4-hydroxy-2,2-dimethylbutyric acid monopotassium salt (10.6 g,62.35 mmol) and phenylmethyl bromide (11.63 g, 68 mmol) in 100 ml of DMF was stirred at room temperature for 24 hours and then the mixture was poured into ice/water. The mixture was extracted with ether (3×) and the organic layer was washed with brine, dried over sodium sulfate, and concentrated in vacuo. The residue was purified by column chromatography (silica, 12-66% of ethyl acetate/hexane) to afford 10.02 g (72%) of ... The reactants are S(=O)(=O)(C1=CC=C(C)C=C1)N1CC2=C(C(C1)=O)SC=C2 (5,6-dihydro-5-tosylthieno[3,2-c]pyridin-7(4H)-one), CC(C)(C)[O-].[K+] (KOt-Bu). Solvent: OC(C)(C)C (HOt-Bu). The product is S1C=CC=2C=NCC(C21)=O (thieno[3,2-c]pyridin-7(6H)-one). Isolated yield 178.9%. As a reaction SMILES: S([N:11]1[CH2:16][C:15](=[O:17])[C:14]2[S:18][CH:19]=[CH:20][C:13]=2[CH2:12]1)(C1C=CC(C)=CC=1)(=O)=O.CC([O-])(C)C.[K+]>OC(C)(C)C>[S:18]1[C:14]2[C:15](=[O:17])[CH2:16][N:11]=[CH:12][C:13]=2[CH:20]=[CH:19]1 |f:1.2|. Procedure details: To a solution of 5,6-dihydro-5-tosylthieno[3,2-c]pyridin-7(4H)-one (1.24 g, 4.03 mmol, 1.0 equiv) in HOt-Bu (15.0 mL) was added KOt-Bu (904 mg, 8.06 mmol, 2.0 equiv) and heated to reflux for 2 h. The mixture was quenched with water and then extracted with ethyl acetate. Purification by column chromatography using 50% ethyl acetate in hexanes elution gave 1.09 g of white solid, 89%. Reactants: CC(COC(CCCC1=CC=C(C=C1)N)=O)C (4-aminobenzenebutyric acid 2,2-dimethylethyl ester), C(C)(=O)CNC=1C(=C(C(=O)Cl)C(=C(C1I)NCC(C)=O)I)I (3,5 bis(acetylmethylamino)-2,4,6 triiodobenzoyl chloride). Solvent: CC(=O)N(C)C (dimethylacetamide). Conditions: temperature 92.5 celsius, time 6 hour. Yields the product C(C)(=O)CNC=1C(=C(C(=C(C1I)NCC(C)=O)I)C(=O)NC1=CC=C(C=C1)CCCC(=O)O)I (4-(((3,5-Bis(acetylmethylamino)-2,4,6-triiodophenyl)carbonyl)amino)-benzenebutyric acid). The yield is 74.0%. As a reaction SMILES: CC(C)C[O:4][C:5](=[O:16])[CH2:6][CH2:7][CH2:8][C:9]1[CH:14]=[CH:13][C:12]([NH2:15])=[CH:11][CH:10]=1.[C:18]([CH2:21][NH:22][C:23]1[C:24]([I:39])=[C:25]([C:29]([I:38])=[C:30]([NH:33][CH2:34][C:35](=[O:37])[CH3:36])[C:31]=1[I:32])[C:26](Cl)=[O:27])(=[O:20])[CH3:19]>CC(N(C)C)=O>[C:35]([CH2:34][NH:33][C:30]1[C:29]([I:38])=[C:25]([C:26]([NH:15][C:12]2[CH:11]=[CH:10][C:9]([CH2:8][CH2:7][CH2:6][C:5]([OH:4])=[O:16])=[CH:14][CH:13]=2)=[O:27])[C:24]([I:39])=[C:23]([NH:22][CH2:21][C:18](=[O:20])[CH3:19])[C:31]=1[I:32])(=[O:37])[CH3:36]. Procedure: To a solution of 4-aminobenzenebutyric acid 2,2-dimethylethyl ester IXb (2.0 g, 7.5 mmol) in dimethylacetamide (DMA 25 mL), was added 3,5 bis(acetylmethylamino)-2,4,6 triiodobenzoyl chloride X (1.98 g, 3 mmol), and the mixture stirred at 90-95° C. for 6 h. The solvent was removed in vacuo and the residue was dissolved in ethyl acetate (200 mL). The organic extract was washed with saturated sodium bicarbonate (250 mL), water and saturated sodium chloride and dried over sodium sulfate. The solvent... The reactants are solution, N (NH3), C1(=CC=CC=C1)S(=O)(=O)C=1C(=NN2C1N=C(C=C2Cl)CN2CCN(CC2)C)SC (3-benzenesulphonyl-7-chloro-5-(4-methyl-piperazin-1-ylmethyl)-2-methylsulphanyl-pyrazolo[1,5-a]pyrimidine). Run in CO (MeOH), CN(C)C=O (DMF). Conditions: time 4 hour. Product: C1(=CC=CC=C1)S(=O)(=O)C=1C(=NN2C1N=C(C=C2N)CN2CCN(CC2)C)SC (3-benzenesulphonyl-5-(4-methyl-piperazin-1-ylmethyl)-2-methylsulphanyl-pyrazolo[1,5-a]pyrimidin-7-ylamine). Yield: 77.0%. Reaction SMILES: [NH3:1].[C:2]1([S:8]([C:11]2[C:12]([S:29][CH3:30])=[N:13][N:14]3[C:19](Cl)=[CH:18][C:17]([CH2:21][N:22]4[CH2:27][CH2:26][N:25]([CH3:28])[CH2:24][CH2:23]4)=[N:16][C:15]=23)(=[O:10])=[O:9])[CH:7]=[CH:6][CH:5]=[CH:4][CH:3]=1>CO.CN(C=O)C>[C:2]1([S:8]([C:11]2[C:12]([S:29][CH3:30])=[N:13][N:14]3[C:19]([NH2:1])=[CH:18][C:17]([CH2:21][N:22]4[CH2:27][CH2:26][N:25]([CH3:28])[CH2:24][CH2:23]4)=[N:16][C:15]=23)(=[O:10])=[O:9])[CH:7]=[CH:6][CH:5]=[CH:4][CH:3]=1. Procedure details: 10 ml of a 50% solution of NH3 in MeOH were added to a solution of 0.8 g (1.77 mmol) of 3-benzenesulphonyl-7-chloro-5-(4-methyl-piperazin-1-ylmethyl)-2-methylsulphanyl-pyrazolo[1,5-a]pyrimidine in 20 ml of DMF and stirred at RT for 4 hrs. The reaction solution was evaporated and the residue was partitioned between 2N NaOH and CH2Cl2. The aqueous phase was extracted three times with CH2Cl2, and the combined organic phases were dried (MgSO4), filtered and evaporated. Subsequent chromatography (SiO... Starting materials: [BH4-].[Na+] (Sodium borohydride), ice, BrC1=CC(=C(C=C1OC)NC(C)=O)C(C1=CC=C(C=C1)CC)=O (N-[4-bromo-2-(4-ethyl-benzoyl)-5-methoxy-phenyl]-acetamide). Run in C(C)O (ethanol). Conditions: time 2 hour. Product: BrC1=CC(=C(C=C1OC)NC(C)=O)CC1=CC=C(C=C1)CC (N-[4-Bromo-2-(4-ethyl-benzyl)-5-methoxy-phenyl]-acetamide). RXN SMILES: [BH4-].[Na+].[Br:3][C:4]1[C:9]([O:10][CH3:11])=[CH:8][C:7]([NH:12][C:13](=[O:15])[CH3:14])=[C:6]([C:16](=O)[C:17]2[CH:22]=[CH:21][C:20]([CH2:23][CH3:24])=[CH:19][CH:18]=2)[CH:5]=1>C(O)C>[Br:3][C:4]1[C:9]([O:10][CH3:11])=[CH:8][C:7]([NH:12][C:13](=[O:15])[CH3:14])=[C:6]([CH2:16][C:17]2[CH:18]=[CH:19][C:20]([CH2:23][CH3:24])=[CH:21][CH:22]=2)[CH:5]=1 |f:0.1|. Procedure details: Sodium borohydride (0.17 g) is added portionwise to an ice-cold suspension of N-[4-bromo-2-(4-ethyl-benzoyl)-5-methoxy-phenyl]-acetamide (3.25 g) in ethanol (50 mL). The cooling bath is removed and the solution is stirred at ambient temperature for 2 h. Then, 1 M aqueous NaOH solution (8.5 mL) is added and the resulting solution is concentrated under reduced pressure. Water is added to the residue and the resulting mixture is extracted with ethyl acetate. The combined organic extracts are washed... The reactants are CCCOC1CCNCC1, CCCCCCC, CCOC(C)=O, COc1ccc2c(c1)N(CC(C)CI)C(=O)CO2. Product: CCCOC1CCN(CC(C)CN2C(=O)COc3ccc(OC)cc32)CC1. Reaction SMILES: [CH2:19]([CH2:20][CH3:21])[O:22][CH:23]1[CH2:24][CH2:25][NH:26][CH2:27][CH2:28]1.[CH3:29][CH2:30][CH2:31][CH2:32][CH2:33][CH2:34][CH3:35].[CH3:36][CH2:37][O:38][C:39]([CH3:40])=[O:41].[I:1][CH2:2][CH:3]([CH2:4][N:5]1[C:6](=[O:17])[CH2:7][O:8][c:9]2[c:10]1[cH:11][c:12]([O:15][CH3:16])[cH:13][cH:14]2)[CH3:18]>>[CH2:2]([CH:3]([CH2:4][N:5]1[C:6](=[O:17])[CH2:7][O:8][c:9]2[c:10]1[cH:11][c:12]([O:15][CH3:16])[cH:13][cH:14]2)[CH3:18])[N:26]1[CH2:25][CH2:24][CH:23]([O:22][CH2:19][CH2:20][CH3:21])[CH2:28][CH2:27]1.